This data is from the Open Reaction Database (ORD), a public repository of structured organic reaction records. The task is: describe an organic reaction: reactants, conditions, products, and yield Starting materials: C1CCCC2CCCCC12 (decalin), CC1C=CCCC1CO (3-methyl-cyclohex-1-ene-4-methanol), C(C=C)(=O)OC (methyl acrylate), Irganox®1076, Ti(OC2H5)4. The reagents and catalysts are catalyst. The solvent is C(Cl)(Cl)Cl (CHCl3). Run at temperature 170 celsius. The product is C=C.C(C=C)(=O)OC.COC(C=C)=O.CC1=CCCCC1 (ethylene/methyl acrylate methyl cyclohexene methyl acrylate). Reaction SMILES: [CH2:1]1C2C(CCCC2)CC[CH2:2]1.[C:11]([O:15][CH3:16])(=[O:14])[CH:12]=[CH2:13].[CH3:17][CH:18]1[CH:23](CO)[CH2:22][CH2:21][CH:20]=[CH:19]1>C(Cl)(Cl)Cl>[CH2:1]=[CH2:2].[C:11]([O:15][CH3:16])(=[O:14])[CH:12]=[CH2:13].[CH3:16][O:15][C:11](=[O:14])[CH:12]=[CH2:13].[CH3:17][C:18]1[CH2:23][CH2:22][CH2:21][CH2:20][CH:19]=1 |f:4.5.6.7|. Reported procedure: 550 ml of decalin® was placed in a flask. To this was added 350 g of Chevron EMAC SP-2260 which has 24 weight % of methyl acrylate (0.9767 moles of methyl acrylate) and 0.48 g of Irganox®1076 (0.1 mole). The temperature of the mixture was gradually raised while stirring. When the temperature reached approximately 120° C., 127.1 g (0.9767 moles) of 3-methyl-cyclohex-1-ene-4-methanol (97%) was added. When the temperature reached approximately 140° C., 4.8 g of the catalyst Ti(OC2H5)4 was added a p...